This data is from the Open Reaction Database (ORD), a public repository of structured organic reaction records. The task is: describe an organic reaction: reactants, conditions, products, and yield Reactants: CCCCC[C@@H](/C=C/[C@H]1C=CC(=O)[C@@H]1CCCCCCC(=O)O)O (PGA1), C(C(C)C)OC(=O)Cl (isobutylchloroformate). Run in C(C)N(CC)CC (triethylamine). The product is OC1=CC=C(C=C1)C(C)=O (p-hydroxyacetophenone), crude residue. RXN SMILES: CCCCC[C@H](O)/C=C/[C@@H]1[C@@H:14]([CH2:15][CH2:16][CH2:17][CH2:18][CH2:19]CC(O)=O)[C:12](=[O:13])[CH:11]=C1.C([O:29]C(Cl)=O)C(C)C>C(N(CC)CC)C>[OH:29][C:17]1[CH:16]=[CH:15][C:14]([C:12](=[O:13])[CH3:11])=[CH:19][CH:18]=1. Procedure details: Following the procedure of Example 1 but using 0.508 g. of PGA1, 0.254 ml. of triethylamine, 0.238 ml. of isobutylchloroformate, and 0.309 g. of p-hydroxyacetophenone, there is obtained a crude residue. This residue is subjected to silica gel chromatography, eluting with ethyl acetate-hexane (2:3), followed by ethyl acetate-hexane (7:3). The residue obtained by concentration of selected fractions, 0.500 g., an oil, is the title compound, having Rf 0.4 (TLC on silica gel in ethyl acetate-hexane (... Starting materials: C(C=O)(=O)OC (methyl glyoxylate), CC(=C)C=C (2-methyl-1,3-butadiene). Run in C(O)([O-])=O.[Na+] (sodiumhydrogen carbonate). Conditions: temperature -70 celsius, time 3 hour. Product: COC(=O)[C@H]1CC(=CCO1)C ((6R)-6-methoxycarbonyl-4-methyl-5,6-dihydropyran). Isolated yield 22.0%. RXN SMILES: [C:1]([O:5][CH3:6])(=[O:4])[CH:2]=[O:3].[CH3:7][C:8]([CH:10]=[CH2:11])=[CH2:9]>C(=O)([O-])O.[Na+]>[CH3:6][O:5][C:1]([C@@H:2]1[O:3][CH2:11][CH:10]=[C:8]([CH3:9])[CH2:7]1)=[O:4] |f:2.3|. Reported procedure: In the same manner as in Example 1, a solution of an (R)-binaphthol-dichlorotitanium complex was obtained. This solution was cooled to -70° C. in a dry ice-acetone bath. To this solution were successively added 88 mg (1 mmole) of methyl glyoxylate and 136 mg (2 mmole) of 2-methyl-1,3-butadiene. Reaction was then allowed to proceed at -30° C. for 3 hours, and 10 ml of a sodiumhydrogen carbonate aqueous solution was added to the reaction mixture to terminate the reaction. The reaction mixture was ... Reactants: ClCCl, O=S(Cl)Cl, O=C(O)c1ccc2ccccc2c1. The product is O=C(Cl)c1ccc2ccccc2c1. RXN SMILES: [Cl:18][CH2:19][Cl:20].[S:14]([Cl:15])([Cl:16])=[O:17].[cH:1]1[c:2]([C:11](=[O:12])[OH:13])[cH:3][cH:4][c:5]2[cH:6][cH:7][cH:8][cH:9][c:10]12>>[cH:1]1[c:2]([C:11](=[O:13])[Cl:16])[cH:3][cH:4][c:5]2[cH:6][cH:7][cH:8][cH:9][c:10]12. Reactants: C=CCc1c(O)ccc2c(C)cc(=O)oc12, CC(=O)[O-], CC(=O)OC(C)=O, [Na+], O. Yields the product C=CCc1c(OC(C)=O)ccc2c(C)cc(=O)oc12. RXN SMILES: [CH2:1]([CH:2]=[CH2:3])[c:4]1[c:5]([OH:16])[cH:6][cH:7][c:8]2[c:9]([CH3:15])[cH:10][c:11](=[O:14])[o:12][c:13]12.[CH3:18][C:19]([O-:20])=[O:21].[CH3:22][C:23]([O:24][C:25](=[O:26])[CH3:27])=[O:28].[Na+:17].[OH2:29]>>[CH2:1]([CH:2]=[CH2:3])[c:4]1[c:5]([O:16][C:19]([CH3:18])=[O:20])[cH:6][cH:7][c:8]2[c:9]([CH3:15])[cH:10][c:11](=[O:14])[o:12][c:13]12. The reactants are CCO, ClCCc1ccc(Cl)c(Cl)c1, NC(N)=S. Product: N=C(N)SCCc1ccc(Cl)c(Cl)c1. Reaction SMILES: [CH3:16][CH2:17][OH:18].[Cl:1][c:2]1[cH:3][c:4]([CH2:5][CH2:6][Cl:7])[cH:8][cH:9][c:10]1[Cl:11].[NH2:12][C:13]([NH2:14])=[S:15]>>[Cl:1][c:2]1[cH:3][c:4]([CH2:5][CH2:6][S:15][C:13](=[NH:12])[NH2:14])[cH:8][cH:9][c:10]1[Cl:11]. Reactants: C(Cl)Cl (methylene chloride), C(C)(C)(C)OC(=O)N1CCNCC1 (N-tert-butoxycarbonylpiperazine), O(C1=CC=CC=C1)C1=CC=C(C=C1)N=C=O (4-phenoxyphenyl isocyanate). Solvent: CO (Methanol). Reaction conditions: time 8 hour. The product is C(C)(C)(C)OC(=O)N1CCN(CC1)C(NC1=CC=C(C=C1)OC1=CC=CC=C1)=O (4-[N-(4-Phenoxyphenyl)carbamoyl]-1-piperazinecarboxylic acid tert-butyl ester). The yield is 107.5%. Reaction SMILES: C(Cl)Cl.[C:4]([O:8][C:9]([N:11]1[CH2:16][CH2:15][NH:14][CH2:13][CH2:12]1)=[O:10])([CH3:7])([CH3:6])[CH3:5].[O:17]([C:24]1[CH:29]=[CH:28][C:27]([N:30]=[C:31]=[O:32])=[CH:26][CH:25]=1)[C:18]1[CH:23]=[CH:22][CH:21]=[CH:20][CH:19]=1>CO>[C:4]([O:8][C:9]([N:11]1[CH2:16][CH2:15][N:14]([C:31](=[O:32])[NH:30][C:27]2[CH:26]=[CH:25][C:24]([O:17][C:18]3[CH:23]=[CH:22][CH:21]=[CH:20][CH:19]=3)=[CH:29][CH:28]=2)[CH2:13][CH2:12]1)=[O:10])([CH3:7])([CH3:5])[CH3:6]. Procedure: To a methylene chloride solution (25 mL) of N-tert-butoxycarbonylpiperazine (2.50 g, 13.4 mmol), 4-phenoxyphenyl isocyanate (2.83 mL, 13.4 mmol) was added, followed by stirring at room temperature overnight. Methanol was added to the reaction solution, and the solvent was evaporated to give the target compound (5.71 g, 14.4 mmol). Reactants: S(=O)(Cl)Cl (thionyl chloride), CC1=C2C3CCCCC3C(C2=C(C(=C1)C)OC)O (5,7-dimethyl-8-methoxy-9-hydroxy-1,2,3,4,4a,9a-hexahydrofluorene). The solvent is C(Cl)(Cl)Cl (chloroform). Reaction conditions: time 2 hour. The product is CC1=C2C3CCCCC3=CC2=C(C(=C1)C)OC (5,7-dimethyl-8-methoxy-2,3,4,4a-tetrahydro-1H-fluorene). The yield is 88.9%. RXN SMILES: S(Cl)(Cl)=O.[CH3:5][C:6]1[CH:18]=[C:17]([CH3:19])[C:16]([O:20][CH3:21])=[C:15]2[C:7]=1[CH:8]1[CH:13]([CH:14]2O)[CH2:12][CH2:11][CH2:10][CH2:9]1>C(Cl)(Cl)Cl>[CH3:5][C:6]1[CH:18]=[C:17]([CH3:19])[C:16]([O:20][CH3:21])=[C:15]2[C:7]=1[CH:8]1[C:13](=[CH:14]2)[CH2:12][CH2:11][CH2:10][CH2:9]1. Procedure details: 5.5 Milliliters of thionyl chloride was added dropwise to a chloroform solution containing 16.1 g of 5,7-dimethyl-8-methoxy-9-hydroxy-1,2,3,4,4a,9a-hexahydrofluorene under ice-cooling. After completion of the addition, reaction was effected at the same temperature for 2 hours. The reaction mixture was washed successively with water twice, saturated aqueous sodium chloride solution and saturated sodium bicarbonate solution and dried with magnesium sulfate. Then, the solvent was distilled off and ...